From a dataset of the Open Reaction Database (ORD), a public repository of structured organic reaction records. describe an organic reaction: reactants, conditions, products, and yield Reactants: C(=O)(C(F)(F)F)O (TFA), C1(CC1)NC(C([C@H](CCC)NC(OC(C)(C)C)=O)(OCC)OCC)=O ((S)-tert-butyl 1-(cyclopropylamino)-2,2-diethoxy-1-oxohexan-3-ylcarbamate), C(=O)(O)[O-].[Na+] (NaHCO3). Run in C(Cl)Cl (CH2Cl2). Run at time 18 hour. The product is N[C@H](C(C(=O)NC1CC1)(OCC)OCC)CCC ((3S)-3-Amino-N-cyclopropyl-2,2-diethoxyhexanamide). The yield is 87.0%. Reaction SMILES: C(O)(C(F)(F)F)=O.[CH:8]1([NH:11][C:12](=[O:32])[C:13]([O:29][CH2:30][CH3:31])([O:26][CH2:27][CH3:28])[C@@H:14]([NH:18]C(=O)OC(C)(C)C)[CH2:15][CH2:16][CH3:17])[CH2:10][CH2:9]1.C([O-])(O)=O.[Na+]>C(Cl)Cl>[NH2:18][C@@H:14]([CH2:15][CH2:16][CH3:17])[C:13]([O:29][CH2:30][CH3:31])([O:26][CH2:27][CH3:28])[C:12]([NH:11][CH:8]1[CH2:9][CH2:10]1)=[O:32] |f:2.3|. Procedure details: TFA (2.45 mL, 32.1 mmol) was added to a solution of (S)-tert-butyl 1-(cyclopropylamino)-2,2-diethoxy-1-oxohexan-3-ylcarbamate (2.3 g, 6.41 mmol) in 45 mL CH2Cl2 and the mixture was stirred at room temperature for 18 hours. A saturated NaHCO3 solution was carefully added to the mixture, the aqueous phase was extracted with CH2Cl2 (2×30 mL) and the combined organic phases were dried over Na2SO4. Removal of the solvent in vacuo yielded 1.44 g (3S)-3-Amino-N-cyclopropyl-2,2-diethoxyhexanamide as a p... Reactants: C1CCOC1, CO, COC(=O)c1ccc(Br)c(OC)c1, Cl, [Li+], [OH-], O. Yields the product COc1cc(C(=O)O)ccc1Br. RXN SMILES: [CH2:14]1[O:15][CH2:16][CH2:17][CH2:18]1.[CH3:19][OH:20].[CH3:1][O:2][C:3]([c:4]1[cH:5][c:6]([O:11][CH3:12])[c:7]([Br:10])[cH:8][cH:9]1)=[O:13].[ClH:23].[Li+:21].[OH-:22].[OH2:24]>>[O:2]=[C:3]([c:4]1[cH:5][c:6]([O:11][CH3:12])[c:7]([Br:10])[cH:8][cH:9]1)[OH:13].